This data is from the Open Reaction Database (ORD), a public repository of structured organic reaction records. The task is: describe an organic reaction: reactants, conditions, products, and yield The reactants are CC(NC(=O)Cc1cc(F)cc(F)c1)C(=O)O, COC(=O)C(N)CCc1ccccc1. Product: COC(=O)C(CCc1ccccc1)NC(=O)C(C)NC(=O)Cc1cc(F)cc(F)c1. As a reaction SMILES: [F:1][c:2]1[cH:3][c:4]([CH2:9][C:10](=[O:11])[NH:12][CH:13]([CH3:14])[C:15](=[O:16])[OH:17])[cH:5][c:6]([F:8])[cH:7]1.[NH2:18][CH:19]([C:20](=[O:21])[O:22][CH3:23])[CH2:24][CH2:25][c:26]1[cH:27][cH:28][cH:29][cH:30][cH:31]1>>[F:1][c:2]1[cH:3][c:4]([CH2:9][C:10](=[O:11])[NH:12][CH:13]([CH3:14])[C:15](=[O:17])[NH:18][CH:19]([C:20](=[O:21])[O:22][CH3:23])[CH2:24][CH2:25][c:26]2[cH:27][cH:28][cH:29][cH:30][cH:31]2)[cH:5][c:6]([F:8])[cH:7]1. The reactants are P(=O)(OCC)(OCC)OCC (triethyl phosphate), C(C)Cl (ethyl chloride), C(C)(=O)Cl (acetyl chloride), C(C)Cl (Ethyl chloride). Product: C(C)(=O)P(OCC)(OCC)=O (diethyl acetylphosphonate). The yield is 97.7%. RXN SMILES: [P:1]([O:9][CH2:10][CH3:11])([O:6][CH2:7][CH3:8])([O:3]CC)=O.[C:12](Cl)(=[O:14])[CH3:13].C(Cl)C>>[C:12]([P:1](=[O:3])([O:6][CH2:7][CH3:8])[O:9][CH2:10][CH3:11])(=[O:14])[CH3:13]. Procedure: 166.2 grams (1 mole) triethyl phosphate was added dropwise with stirring to 78.4 grams (1 mole) of acetyl chloride over a period of 30 minutes at a temperature of 30° to 35° C. maintained by cooling. Ethyl chloride was evolved. The temperature was increased to 60° C. over the next 1 hour and 15 minutes, at which time the evolution of ethyl chloride was complete. The product was distilled under vaccum yielding 176 grams of diethyl acetylphosphonate (DEAP) in 98% yield, B.P. about 80° C. at 5 mm. ... Starting materials: CCO, CC[O-], CN(C)Cc1ccnc(CCl)c1, Cl, Cl, Cl, Cl, NCCS, [Na+], O. The product is CN(C)Cc1ccnc(CSCCN)c1. Reaction SMILES: [CH3:25][CH2:26][OH:27].[CH3:7][CH2:8][O-:9].[Cl:12][CH2:13][c:14]1[n:15][cH:16][cH:17][c:18]([CH2:20][N:21]([CH3:22])[CH3:23])[cH:19]1.[ClH:10].[ClH:11].[ClH:1].[ClH:24].[NH2:2][CH2:3][CH2:4][SH:5].[Na+:6].[OH2:28]>>[NH2:2][CH2:3][CH2:4][S:5][CH2:13][c:14]1[n:15][cH:16][cH:17][c:18]([CH2:20][N:21]([CH3:22])[CH3:23])[cH:19]1.